From a dataset of the Open Reaction Database (ORD), a public repository of structured organic reaction records. describe an organic reaction: reactants, conditions, products, and yield The reactants are N=C1N(C(NC2=CC=CC=C12)=O)CC=C (3,4-dihydro-4-imino-3-allyl-2(1H) -quinazolinone), BrN1C(CCC1=O)=O (N-bromosuccinimide). The solvent is O1CCCC1 (tetrahydrofuran). Reaction conditions: time 25 minute. Yields the product BrCC1N=C2N(C(NC=3C=CC=CC23)=O)C1 (2-bromomethyl-2,3-dihydro-imidazo[1,2-c]quinazolin-5(6H)-one). Isolated yield 79.8%. RXN SMILES: [NH:1]=[C:2]1[C:11]2[C:6](=[CH:7][CH:8]=[CH:9][CH:10]=2)[NH:5][C:4](=[O:12])[N:3]1[CH2:13][CH:14]=[CH2:15].[Br:16]N1C(=O)CCC1=O>O1CCCC1>[Br:16][CH2:15][CH:14]1[CH2:13][N:3]2[C:4](=[O:12])[NH:5][C:6]3[CH:7]=[CH:8][CH:9]=[CH:10][C:11]=3[C:2]2=[N:1]1. Reported procedure: To a solution of 3,4-dihydro-4-imino-3-allyl-2(1H) -quinazolinone (10 g, 50 mmol) in tetrahydrofuran (70 mL) was added N-bromosuccinimide (9.0 g, 50 mmol). The mixture was then stirred at room temperature for 25 minutes. The solid was collected by filtration and recrystallized from THF to afford 2-bromomethyl-2,3-dihydro-imidazo[1,2-c]quinazolin-5(6H)-one (11.18 g, 95%), mp 213°-214° C. 1H NMR (300 MHz, DMSO-d6): δ3.67(m, 2H, CH2), 3.74 (q, 1H, CH), 3.94 (t, 1H, CH), 4.57 (m, 1H, =CH), 7.07 (q, ... Starting materials: Cc1cc(Oc2nc(C(F)(F)F)cs2)cc(C)c1NC(=S)NC(C)(C)C, CCO, CI. Yields the product CSC(=NC(C)(C)C)Nc1c(C)cc(Oc2nc(C(F)(F)F)cs2)cc1C. Reaction SMILES: [CH3:1][c:2]1[c:3]([NH:19][C:20](=[S:21])[NH:22][C:23]([CH3:24])([CH3:25])[CH3:26])[c:4]([CH3:18])[cH:5][c:6]([O:8][c:9]2[s:10][cH:11][c:12]([C:14]([F:15])([F:16])[F:17])[n:13]2)[cH:7]1.[CH3:29][CH2:30][OH:31].[I:27][CH3:28]>>[CH3:1][c:2]1[c:3]([NH:19][C:20]([S:21][CH3:28])=[N:22][C:23]([CH3:24])([CH3:25])[CH3:26])[c:4]([CH3:18])[cH:5][c:6]([O:8][c:9]2[s:10][cH:11][c:12]([C:14]([F:15])([F:16])[F:17])[n:13]2)[cH:7]1. Starting materials: resin, COC1=CC=C(C=C1)O (p-methoxy phenol), C(C(=C)C)(=O)OC (methyl methacrylate), N1(CCCCC1)C(C)O (piperidinoethanol), C[O-].[Na+] (sodium methoxide). The solvent is C(C)(=O)O (acetic acid). Conditions: time 120 minute. Yields the product C(C(=C)C)(=O)OCCN1CCCCC1 (Piperidinoethyl Methacrylate). RXN SMILES: [N:1]1([CH:7](O)[CH3:8])[CH2:6][CH2:5][CH2:4][CH2:3][CH2:2]1.C[O-].[Na+].COC1C=CC(O)=CC=1.[C:22]([O:27]C)(=[O:26])[C:23]([CH3:25])=[CH2:24]>C(O)(=O)C>[C:22]([O:27][CH2:8][CH2:7][N:1]1[CH2:6][CH2:5][CH2:4][CH2:3][CH2:2]1)(=[O:26])[C:23]([CH3:25])=[CH2:24] |f:1.2|. Procedure details: A 1 liter resin kettle was fitted with an air bubbler, temperature probe and still head. To the kettle was added, in order: 233 grams piperidinoethanol, 5.0 grams sodium methoxide, 0.5 grams p-methoxy phenol (to inhibit polymerization), and 750 milliliters methyl methacrylate. With a slow stream of air bubbling through the reaction mixture, the mixture was stirred vigorously and heated to 80 degrees with a constant temperature water bath. 5.0 grams sodium methoxide were added 30 and 60 minutes a... The reactants are CC(C)(C)OC(=O)N1CC(CN)C1, Cc1cccnc1C=O, ClCCl. Yields the product Cc1cccnc1CNCC1CN(C(=O)OC(C)(C)C)C1. As a reaction SMILES: [C:1]([CH3:2])([CH3:3])([CH3:4])[O:5][C:6](=[O:7])[N:8]1[CH2:9][CH:10]([CH2:12][NH2:13])[CH2:11]1.[CH3:14][c:15]1[c:16]([CH:21]=[O:22])[n:17][cH:18][cH:19][cH:20]1.[Cl:23][CH2:24][Cl:25]>>[C:1]([CH3:2])([CH3:3])([CH3:4])[O:5][C:6](=[O:7])[N:8]1[CH2:9][CH:10]([CH2:12][NH:13][CH2:21][c:16]2[c:15]([CH3:14])[cH:20][cH:19][cH:18][n:17]2)[CH2:11]1. Reactants: CC(=O)O[BH-](OC(C)=O)OC(C)=O, CCC(CC)N1CCN(C(=O)c2ccc(C=O)cc2)CC1, CC(=O)O, ClCCl, NCc1ccccc1, [Na+], [Na+], [OH-]. Yields the product CCC(CC)N1CCN(C(=O)c2ccc(CNCc3ccccc3)cc2)CC1. Reaction SMILES: [C:30]([O:31][BH-:32]([O:33][C:34](=[O:35])[CH3:36])[O:37][C:38](=[O:39])[CH3:40])(=[O:41])[CH3:42].[CH2:1]([CH3:2])[CH:3]([CH2:4][CH3:5])[N:6]1[CH2:7][CH2:8][N:9]([C:12](=[O:13])[c:14]2[cH:15][cH:16][c:17]([CH:18]=[O:19])[cH:20][cH:21]2)[CH2:10][CH2:11]1.[CH3:49][C:50](=[O:51])[OH:52].[Cl:46][CH2:47][Cl:48].[NH2:22][CH2:23][c:24]1[cH:25][cH:26][cH:27][cH:28][cH:29]1.[Na+:43].[Na+:45].[OH-:44]>>[CH2:1]([CH3:2])[CH:3]([CH2:4][CH3:5])[N:6]1[CH2:7][CH2:8][N:9]([C:12](=[O:13])[c:14]2[cH:15][cH:16][c:17]([CH2:18][NH:22][CH2:23][c:24]3[cH:25][cH:26][cH:27][cH:28][cH:29]3)[cH:20][cH:21]2)[CH2:10][CH2:11]1. Run in ClCC(C)Cl (1,2-dichloropropane). Isolated yield 109.2%. The product is COC1=CC2=C(C(=CC3(CCNCC3)O2)C2=CC=CC=C2)C=C1 (7-Methoxy-4-phenylspiro[2H-1-benzopyran-2,4′-piperidine]). The reactants are COC1=CC2=C(C(=CC3(CCN(CC3)C)O2)C2=CC=CC=C2)C=C1 (7-methoxy-N-methyl-4-phenylspiro[2H-1-benzopyran-2,4′-piperidine]), C([O-])([O-])=O.[K+].[K+] (potassium carbonate), ClC(=O)OC(C)Cl (1-chloroethyl chloroformate), ClC(=O)OC(C)Cl (1-chloroethyl chloroformate). Reported procedure: To a stirred solution of 7-methoxy-N-methyl-4-phenylspiro[2H-1-benzopyran-2,4′-piperidine] (3.76 g, 11.71 mmol) in anhydrous 1,2-dichloropropane (150 cm3) was added potassium carbonate (4.04 g, 29.23 mmol) and the resulting suspension was cooled in an ice-bath before being treated drop-wise with 1-chloroethyl chloroformate (1.58 cm3, 14.64 mmol). The reaction mixture was heated to reflux overnight and a further portion of 1-chloroethyl chloroformate (0.8 cm3, 7.4 mmol) was added before it was he... Reaction SMILES: [CH3:1][O:2][C:3]1[CH:24]=[CH:23][C:6]2[C:7]([C:17]3[CH:22]=[CH:21][CH:20]=[CH:19][CH:18]=3)=[CH:8][C:9]3([O:16][C:5]=2[CH:4]=1)[CH2:14][CH2:13][N:12](C)[CH2:11][CH2:10]3.C(=O)([O-])[O-].[K+].[K+].ClC(OC(Cl)C)=O>ClCC(Cl)C>[CH3:1][O:2][C:3]1[CH:24]=[CH:23][C:6]2[C:7]([C:17]3[CH:18]=[CH:19][CH:20]=[CH:21][CH:22]=3)=[CH:8][C:9]3([O:16][C:5]=2[CH:4]=1)[CH2:10][CH2:11][NH:12][CH2:13][CH2:14]3 |f:1.2.3|. Reactants: CCC(=O)OC, CC#N, CCOC(C)=O, O=C(c1ccccc1)N(CCCc1ccccc1O)CCC(c1ccccc1)c1ccccc1. The product is COC(=O)C=COc1ccccc1CCCN(CCC(c1ccccc1)c1ccccc1)C(=O)c1ccccc1. RXN SMILES: [C:35]([CH2:36][CH3:37])(=[O:38])[O:39][CH3:40].[CH3:41][C:42]#[N:43].[CH3:44][CH2:45][O:46][C:47]([CH3:48])=[O:49].[c:1]1([CH:7]([CH2:8][CH2:9][N:10]([C:11]([c:12]2[cH:13][cH:14][cH:15][cH:16][cH:17]2)=[O:18])[CH2:19][CH2:20][CH2:21][c:22]2[c:23]([OH:28])[cH:24][cH:25][cH:26][cH:27]2)[c:29]2[cH:30][cH:31][cH:32][cH:33][cH:34]2)[cH:2][cH:3][cH:4][cH:5][cH:6]1>>[c:1]1([CH:7]([CH2:8][CH2:9][N:10]([C:11]([c:12]2[cH:13][cH:14][cH:15][cH:16][cH:17]2)=[O:18])[CH2:19][CH2:20][CH2:21][c:22]2[c:23]([O:28][CH:37]=[CH:36][C:35](=[O:38])[O:39][CH3:40])[cH:24][cH:25][cH:26][cH:27]2)[c:29]2[cH:30][cH:31][cH:32][cH:33][cH:34]2)[cH:2][cH:3][cH:4][cH:5][cH:6]1.